The task is: describe an organic reaction: reactants, conditions, products, and yield. This data is from the Open Reaction Database (ORD), a public repository of structured organic reaction records. Reactants: ClC=1C=CC=2N(N1)C(NN2)=O (6-chloro-2,3-dihydro-s-triazolo[4,3-b]pyridazin-3-on), CC(C)([O-])C.[K+] (potassium tert.-butoxide), C(C=C)#N (Acrylonitrile), O (water). Solvent: CN(C)C=O (DMF), CN(C)C=O (DMF). The product is ClC=1C=CC=2N(N1)C(N(N2)CCC#N)=O (6-chloro-2-(2-cyanoethyl)-2,3-dihydro-s-triazolo[4,3-b]pyridazin-3-on). Yield: 11.2%. As a reaction SMILES: [Cl:1][C:2]1[CH:3]=[CH:4][C:5]2[N:6]([C:8](=[O:11])[NH:9][N:10]=2)[N:7]=1.CC(C)([O-])C.[K+].[C:18](#[N:21])[CH:19]=[CH2:20].O>CN(C=O)C>[Cl:1][C:2]1[CH:3]=[CH:4][C:5]2[N:6]([C:8](=[O:11])[N:9]([CH2:20][CH2:19][C:18]#[N:21])[N:10]=2)[N:7]=1 |f:1.2|. Procedure: To a solution of 6-chloro-2,3-dihydro-s-triazolo[4,3-b]pyridazin-3-on [P. Francabilla and F. Lauria, J. Het. Chem. 8, 415 (1971)] (17 g., 0.1 mole) in dry DMF (300 ml.) was added potassium tert.-butoxide (0.5 g., 4.5 m.moles) with stirring. Acrylonitrile (6.6 g., 0.12 mole) in dry DMF (10 ml.) was added to the mixture. The mixture was stirred at 100°-110° C. for 24 hours, then poured into water (700 ml.) and extracted with ethyl acetate (5×400 ml.). The organic extracts were combined, dried over...